Dataset: the Open Reaction Database (ORD), a public repository of structured organic reaction records. Task: describe an organic reaction: reactants, conditions, products, and yield Starting materials: N1(CCOCC1)C=1N=C(NC(C1)=O)C(C(=O)[O-])C.[Na+] (sodium 2-[4-(morpholin-4-yl)-6-oxo-1,6-dihydropyrimidin-2-yl]propanoate), FC1=C(C=C(N)C=C1)OC (4-fluoro-3-methoxyaniline). The product is FC1=C(C=C(C=C1)NC(C(C)C=1NC(C=C(N1)N1CCOCC1)=O)=O)OC (N-(4-fluoro-3-methoxyphenyl)-2-[4-(morpholin-4-yl)-6-oxo-1,6-dihydropyrimidin-2-yl]propanamide). The yield is 21.9%. As a reaction SMILES: [N:1]1([C:7]2[N:8]=[C:9]([CH:14]([CH3:18])[C:15]([O-:17])=O)[NH:10][C:11](=[O:13])[CH:12]=2)[CH2:6][CH2:5][O:4][CH2:3][CH2:2]1.[Na+].[F:20][C:21]1[CH:27]=[CH:26][C:24]([NH2:25])=[CH:23][C:22]=1[O:28][CH3:29]>>[F:20][C:21]1[CH:27]=[CH:26][C:24]([NH:25][C:15](=[O:17])[CH:14]([C:9]2[NH:10][C:11](=[O:13])[CH:12]=[C:7]([N:1]3[CH2:2][CH2:3][O:4][CH2:5][CH2:6]3)[N:8]=2)[CH3:18])=[CH:23][C:22]=1[O:28][CH3:29] |f:0.1|. Procedure details: The product is prepared according to the procedure described in Example 5, using 100 mg of sodium 2-[4-(morpholin-4-yl)-6-oxo-1,6-dihydropyrimidin-2-yl]propanoate and 195 mg of 4-fluoro-3-methoxyaniline in place of the 2,4-difluoroaniline. 30 mg of N-(4-fluoro-3-methoxyphenyl)-2-[4-(morpholin-4-yl)-6-oxo-1,6-dihydropyrimidin-2-yl]propanamide are obtained in the form of a white solid, the characteristics of which are the following: The reactants are ClC1=NC=2C3=C(C=NC2C=C1)C(NC(N3C3=CC(=CC=C3)C(F)(F)F)=O)=O (9-chloro-1-(3-(trifluoromethyl)phenyl)pyrimidino[5,4-c][1,5]naphthyridine-2,4(1H,3H)-dione), COC1=NC=C(C=N1)OB(O)O ((2-methoxypyrimidin-5-yl)boric acid), C([O-])([O-])=O.[K+].[K+] (potassium carbonate), O1CCOCC1 (dioxane). Reagents/catalysts: C=1C=CC(=CC1)[P](C=2C=CC=CC2)(C=3C=CC=CC3)[Pd]([P](C=4C=CC=CC4)(C=5C=CC=CC5)C=6C=CC=CC6)([P](C=7C=CC=CC7)(C=8C=CC=CC8)C=9C=CC=CC9)[P](C=1C=CC=CC1)(C=1C=CC=CC1)C=1C=CC=CC1 (tetrakis(triphenylphosphine)palladium). The solvent is O (water). The product is COC1=NC=C(C=N1)C1=NC=2C3=C(C=NC2C=C1)C(NC(N3C3=CC(=CC=C3)C(F)(F)F)=O)=O (9-(2-methoxypyrimidin-5-yl)-1-(3-(trifluoromethyl)phenyl)pyrimidino[5,4-c][1,5]naphthyridine-2,4(1H,3H)-dione). Yield: 41.8%. Reaction SMILES: Cl[C:2]1[CH:11]=[CH:10][C:9]2[N:8]=[CH:7][C:6]3[C:12](=[O:27])[NH:13][C:14](=[O:26])[N:15]([C:16]4[CH:21]=[CH:20][CH:19]=[C:18]([C:22]([F:25])([F:24])[F:23])[CH:17]=4)[C:5]=3[C:4]=2[N:3]=1.[CH3:28][O:29][C:30]1[N:35]=[CH:34][C:33](OB(O)O)=[CH:32][N:31]=1.C(=O)([O-])[O-].[K+].[K+].O1CCOCC1>C1C=CC([P]([Pd]([P](C2C=CC=CC=2)(C2C=CC=CC=2)C2C=CC=CC=2)([P](C2C=CC=CC=2)(C2C=CC=CC=2)C2C=CC=CC=2)[P](C2C=CC=CC=2)(C2C=CC=CC=2)C2C=CC=CC=2)(C2C=CC=CC=2)C2C=CC=CC=2)=CC=1.O>[CH3:28][O:29][C:30]1[N:35]=[CH:34][C:33]([C:2]2[CH:11]=[CH:10][C:9]3[N:8]=[CH:7][C:6]4[C:12](=[O:27])[NH:13][C:14](=[O:26])[N:15]([C:16]5[CH:21]=[CH:20][CH:19]=[C:18]([C:22]([F:25])([F:24])[F:23])[CH:17]=5)[C:5]=4[C:4]=3[N:3]=2)=[CH:32][N:31]=1 |f:2.3.4,^1:55,57,76,95|. Procedure details: 9-chloro-1-(3-(trifluoromethyl)phenyl)pyrimidino[5,4-c][1,5]naphthyridine-2,4(1H,3H)-dione (300 mg, 0.77 mmol), (2-methoxypyrimidin-5-yl)boric acid (119 mg, 0.77 mmol), potassium carbonate (317 mg, 2.3 mmol) and tetrakis(triphenylphosphine)palladium(45 mg, 0.04 mmol) were added to 40 mL dioxane and 2 mL water. The resulting mixture was reacted under reflux in the nitrogen protection for 18 hrs, cooled to room temperature, filtered with Celite, and concentrated. 40 mL water was added. The resulti...